From a dataset of the Open Reaction Database (ORD), a public repository of structured organic reaction records. describe an organic reaction: reactants, conditions, products, and yield Starting materials: CCCC(=O)Cl, CC(CCO)c1ccc(OCc2ccccc2)cc1, O, c1ccncc1. Product: CCCC(=O)OCCC(C)c1ccc(OCc2ccccc2)cc1. Reaction SMILES: [C:20]([CH2:21][CH2:22][CH3:23])(=[O:24])[Cl:25].[CH3:1][CH:2]([CH2:3][CH2:4][OH:5])[c:6]1[cH:7][cH:8][c:9]([O:12][CH2:13][c:14]2[cH:15][cH:16][cH:17][cH:18][cH:19]2)[cH:10][cH:11]1.[OH2:26].[cH:27]1[cH:28][cH:29][n:30][cH:31][cH:32]1>>[CH3:1][CH:2]([CH2:3][CH2:4][O:5][C:20]([CH2:21][CH2:22][CH3:23])=[O:24])[c:6]1[cH:7][cH:8][c:9]([O:12][CH2:13][c:14]2[cH:15][cH:16][cH:17][cH:18][cH:19]2)[cH:10][cH:11]1. Reactants: C(C)(C)(C)OC(=O)NCC1=CC2=C(N(C(=N2)CCl)CCCCOC(C(C)(C)C)=O)C=C1 (2,2-dimethyl-propionic acid 4-[5-(tert-butoxycarbonylamino-methyl)-2-chloromethyl-benzoimidazol-1-yl]-butyl ester), C(C)(C)(C)OC(NCC1=CC2=C(N(C(=N2)CN2C(N(C(C3=CC=CC=C23)=O)C2CC2)=O)CCC(C)C)C=C1)=O ([2-(3-cyclopropyl-2,4-dioxo-3,4-dihydro-2H-quinazolin-1-ylmethyl)-1-(3-methyl-butyl)-1H-benzoimidazol-5-ylmethyl]-carbamic acid tert-butyl ester), C1(CC1)N1C(NC2=CC=CC=C2C1=O)=O (3-cyclopropyl-1H-quinazoline-2,4-dione). Yields the product Cl (HCl), C(C)(C)(C)OC(=O)NCC1=CC2=C(N(C(=N2)CN2C(N(C(C3=CC=CC=C23)=O)C2CC2)=O)CCCCOC(C(C)(C)C)=O)C=C1 (2,2-Dimethyl-propionic acid 4-[5-(tert-butoxycarbonylamino-methyl)-2-(3-cyclopropyl-2,4-dioxo-3,4-dihydro-2H-quinazolin-1-ylmethyl)-benzoimidazol-1-yl]-butyl ester). The yield is 81.0%. As a reaction SMILES: [C:1]([O:5][C:6](=[O:39])[NH:7][CH2:8][C:9]1[CH:38]=[CH:37][C:12]2[N:13]([CH2:32]CC(C)C)[C:14]([CH2:16][N:17]3[C:26]4[C:21](=[CH:22][CH:23]=[CH:24][CH:25]=4)[C:20](=[O:27])[N:19]([CH:28]4[CH2:30][CH2:29]4)[C:18]3=[O:31])=[N:15][C:11]=2[CH:10]=1)([CH3:4])([CH3:3])[CH3:2].C1(N2C(=O)C3C(=CC=CC=3)NC2=O)CC1.C(OC(NCC1C=CC2N(C[CH2:74][CH2:75][CH2:76][O:77][C:78](=[O:83])[C:79]([CH3:82])([CH3:81])[CH3:80])C(C[Cl:72])=NC=2C=1)=O)(C)(C)C>>[ClH:72].[C:1]([O:5][C:6]([NH:7][CH2:8][C:9]1[CH:38]=[CH:37][C:12]2[N:13]([CH2:32][CH2:74][CH2:75][CH2:76][O:77][C:78](=[O:83])[C:79]([CH3:82])([CH3:81])[CH3:80])[C:14]([CH2:16][N:17]3[C:26]4[C:21](=[CH:22][CH:23]=[CH:24][CH:25]=4)[C:20](=[O:27])[N:19]([CH:28]4[CH2:30][CH2:29]4)[C:18]3=[O:31])=[N:15][C:11]=2[CH:10]=1)=[O:39])([CH3:3])([CH3:4])[CH3:2]. Reported procedure: The procedure for [2-(3-cyclopropyl-2,4-dioxo-3,4-dihydro-2H-quinazolin-1-ylmethyl)-1-(3-methyl-butyl)-1H-benzoimidazol-5-ylmethyl]-carbamic acid tert-butyl ester was followed using 3-cyclopropyl-1H-quinazoline-2,4-dione (44 mg, 0.22 mmol) and 2,2-dimethyl-propionic acid 4-[5-(tert-butoxycarbonylamino-methyl)-2-chloromethyl-benzoimidazol-1-yl]-butyl ester; HCl salt (107 mg, 0.219 mmol) to give 2,2-Dimethyl-propionic acid 4-[5-(tert-butoxycarbonylamino-methyl)-2-(3-cyclopropyl-2,4-dioxo-3,4-dihyd... Reactants: C=C(Cc1ccc(-c2cccc3cncn23)cc1)C(=O)OC, C[O-], CO, [Na+], O. Product: C=C(Cc1ccc(-c2cccc3cncn23)cc1)C(=O)O. As a reaction SMILES: [C:1](=[O:2])([O:3][CH3:4])[C:5]([CH2:6][c:7]1[cH:8][cH:9][c:10](-[c:13]2[cH:14][cH:15][cH:16][c:17]3[n:18]2[cH:19][n:20][cH:21]3)[cH:11][cH:12]1)=[CH2:22].[CH3:23][O-:24].[CH3:26][OH:27].[Na+:25].[OH2:28]>>[C:1](=[O:2])([OH:3])[C:5]([CH2:6][c:7]1[cH:8][cH:9][c:10](-[c:13]2[cH:14][cH:15][cH:16][c:17]3[n:18]2[cH:19][n:20][cH:21]3)[cH:11][cH:12]1)=[CH2:22]. The reactants are ClC1=CC=C(C=N1)OC1CCN(CC1)C(=O)OC(C)(C)C (tert-butyl 4-((6-chloropyridin-3-yl)oxy)piperidine-1-carboxylate), N1C=CC2=CC(=CC=C12)NC(C(C)(C)C)=O (N-(1H-indol-5-yl)pivalamide), ( M-56 ). Product: C(C(C)(C)C)(=O)NC=1C=C2C=CN(C2=CC1)C1=CC=C(C=N1)OC1CCN(CC1)C(=O)OC(C)(C)C (tert-Butyl 4-((6-(5-pivalamido-1H-indol-1-yl)pyridin-3-yl)oxy)piperidine-1-carboxylate). As a reaction SMILES: Cl[C:2]1[N:7]=[CH:6][C:5]([O:8][CH:9]2[CH2:14][CH2:13][N:12]([C:15]([O:17][C:18]([CH3:21])([CH3:20])[CH3:19])=[O:16])[CH2:11][CH2:10]2)=[CH:4][CH:3]=1.[NH:22]1[C:30]2[C:25](=[CH:26][C:27]([NH:31][C:32](=[O:37])[C:33]([CH3:36])([CH3:35])[CH3:34])=[CH:28][CH:29]=2)[CH:24]=[CH:23]1>>[C:32]([NH:31][C:27]1[CH:26]=[C:25]2[C:30](=[CH:29][CH:28]=1)[N:22]([C:2]1[N:7]=[CH:6][C:5]([O:8][CH:9]3[CH2:14][CH2:13][N:12]([C:15]([O:17][C:18]([CH3:21])([CH3:20])[CH3:19])=[O:16])[CH2:11][CH2:10]3)=[CH:4][CH:3]=1)[CH:23]=[CH:24]2)(=[O:37])[C:33]([CH3:36])([CH3:35])[CH3:34]. Reported procedure: The title compound was prepared by following the similar procedure as described in Intermediate-27, using tert-butyl 4-((6-chloropyridin-3-yl)oxy)piperidine-1-carboxylate and N-(1H-indol-5-yl)pivalamide; MS: 437.6 (M−56).